This data is from the Open Reaction Database (ORD), a public repository of structured organic reaction records. The task is: describe an organic reaction: reactants, conditions, products, and yield Reactants: C1COCCO1, CC(C)(C)[O-], CCOC(C)=O, Cc1ccc2nc(Cl)cc(C)c2c1, CC(C)(C)OC(=O)N1CC(N)C(O)C1, [Na+], O=C(C=Cc1ccccc1)C=Cc1ccccc1, O=C(C=Cc1ccccc1)C=Cc1ccccc1, O=C(C=Cc1ccccc1)C=Cc1ccccc1, O, [Pd], [Pd]. Yields the product Cc1ccc2nc(NC3CN(C(=O)OC(C)(C)C)CC3O)cc(C)c2c1. RXN SMILES: [CH2:28]1[O:29][CH2:30][CH2:31][O:32][CH2:33]1.[CH3:34][C:35]([CH3:36])([O-:37])[CH3:38].[CH3:40][CH2:41][O:42][C:43](=[O:44])[CH3:45].[Cl:1][c:2]1[n:3][c:4]2[cH:5][cH:6][c:7]([CH3:13])[cH:8][c:9]2[c:10]([CH3:12])[cH:11]1.[NH2:14][CH:15]1[CH2:16][N:17]([C:21](=[O:22])[O:23][C:24]([CH3:25])([CH3:26])[CH3:27])[CH2:18][CH:19]1[OH:20].[Na+:39].[O:49]=[C:50]([CH:51]=[CH:52][c:53]1[cH:54][cH:55][cH:56][cH:57][cH:58]1)[CH:59]=[CH:60][c:61]1[cH:62][cH:63][cH:64][cH:65][cH:66]1.[O:67]=[C:68]([CH:69]=[CH:70][c:71]1[cH:72][cH:73][cH:74][cH:75][cH:76]1)[CH:77]=[CH:78][c:79]1[cH:80][cH:81][cH:82][cH:83][cH:84]1.[O:85]=[C:86]([CH:87]=[CH:88][c:89]1[cH:90][cH:91][cH:92][cH:93][cH:94]1)[CH:95]=[CH:96][c:97]1[cH:98][cH:99][cH:100][cH:101][cH:102]1.[OH2:46].[Pd:47].[Pd:48]>>[c:2]1([NH:14][CH:15]2[CH2:16][N:17]([C:21](=[O:22])[O:23][C:24]([CH3:25])([CH3:26])[CH3:27])[CH2:18][CH:19]2[OH:20])[n:3][c:4]2[cH:5][cH:6][c:7]([CH3:13])[cH:8][c:9]2[c:10]([CH3:12])[cH:11]1. Starting materials: CCc1nc2ccccc2n1-c1nc(N2CCOCC2)c2nc(CN3CCN(C(=O)OC(C)(C)C)C(C(C)C)C3=O)n(C)c2n1, ClCCl, O=C(O)C(F)(F)F. The product is CCc1nc2ccccc2n1-c1nc(N2CCOCC2)c2nc(CN3CCNC(C(C)C)C3=O)n(C)c2n1. Reaction SMILES: [C:1]([O:2][C:3](=[O:4])[N:8]1[CH:9]([CH:43]([CH3:44])[CH3:45])[C:10](=[O:42])[N:11]([CH2:14][c:15]2[n:16]([CH3:41])[c:17]3[n:18][c:19](-[n:30]4[c:31]([CH2:39][CH3:40])[n:32][c:33]5[c:34]4[cH:35][cH:36][cH:37][cH:38]5)[n:20][c:21]([N:24]4[CH2:25][CH2:26][O:27][CH2:28][CH2:29]4)[c:22]3[n:23]2)[CH2:12][CH2:13]1)([CH3:5])([CH3:6])[CH3:7].[Cl:53][CH2:54][Cl:55].[F:46][C:47]([F:48])([F:49])[C:50]([OH:51])=[O:52]>>[NH:8]1[CH:9]([CH:43]([CH3:44])[CH3:45])[C:10](=[O:42])[N:11]([CH2:14][c:15]2[n:16]([CH3:41])[c:17]3[n:18][c:19](-[n:30]4[c:31]([CH2:39][CH3:40])[n:32][c:33]5[c:34]4[cH:35][cH:36][cH:37][cH:38]5)[n:20][c:21]([N:24]4[CH2:25][CH2:26][O:27][CH2:28][CH2:29]4)[c:22]3[n:23]2)[CH2:12][CH2:13]1. Isolated yield 77.5%. Reaction conditions: time 12 hour. Solvent: CN(C=O)C (N,N-dimethylformamide), O (water), C(C)(=O)OCC (ethyl acetate). Starting materials: BrC1=CC2=C(C(=NC(C(N2C)=O)NC(OCC2=CC=CC=C2)=O)C)C=C1 (benzyl 8-bromo-1,5-dimethyl-2-oxo-2,3-dihydro-1H-1,4-benzodiazepin-3-ylcarbamate), product, C([O-])([O-])=O.[K+].[K+] (potassium carbonate), IC (iodomethane). Procedure details: Preparation of 1-(2-amino-4-bromophenyl)ethanone Under an argon atmosphere a solution of 3-bromoaniline (31.3 g, 181.8 mmol) and acetonitrile (75 g, 1.818 mol) in anhydrous toluene (120 ml) was added dropwise over 2.5 hours to a stirred solution of boron trichloride (23.4 g, 200 mmol) in (200 ml) hexanes cooled in an ice bath. After the addition was completed, aluminum chloride (26.6 g, 200 mmol) was added portion wise over 30 minutes. The mixture was allowed to warm to ambient temperature and t... As a reaction SMILES: [Br:1][C:2]1[CH:26]=[CH:25][C:5]2[C:6]([CH3:24])=[N:7][CH:8]([NH:13]C(=O)OCC3C=CC=CC=3)[C:9](=[O:12])[N:10]([CH3:11])[C:4]=2[CH:3]=1.C(=O)([O-])[O-].[K+].[K+].IC>CN(C)C=O.O.C(OCC)(=O)C>[NH2:13][CH:8]1[N:7]=[C:6]([CH3:24])[C:5]2[CH:25]=[CH:26][C:2]([Br:1])=[CH:3][C:4]=2[N:10]([CH3:11])[C:9]1=[O:12] |f:1.2.3|. The product is NC1C(N(C2=C(C(=N1)C)C=CC(=C2)Br)C)=O (3-amino-8-bromo-1,5-dimethyl-1,3-dihydro-2H-1,4-benzodiazepin-2-one). Reaction SMILES: [C:1]1([C:19]2[CH:24]=[CH:23][CH:22]=[CH:21][CH:20]=2)[CH:6]=[CH:5][C:4]([CH2:7][CH2:8][C:9](=[O:18])[CH2:10][C:11]([O:13][C:14]([CH3:17])([CH3:16])[CH3:15])=[O:12])=[CH:3][CH:2]=1.CC(C)([O-])C.[K+].[N:31]1([C:34]([O:36][CH2:37][C:38]2[CH:43]=[CH:42][CH:41]=[CH:40][CH:39]=2)=[O:35])[CH2:33][CH2:32]1>O1CCCC1.C(O)(C)(C)C.O>[CH2:37]([O:36][C:34]([NH:31][CH2:32][CH2:33][CH:10]([C:9](=[O:18])[CH2:8][CH2:7][C:4]1[CH:3]=[CH:2][C:1]([C:19]2[CH:20]=[CH:21][CH:22]=[CH:23][CH:24]=2)=[CH:6][CH:5]=1)[C:11]([O:13][C:14]([CH3:17])([CH3:16])[CH3:15])=[O:12])=[O:35])[C:38]1[CH:43]=[CH:42][CH:41]=[CH:40][CH:39]=1 |f:1.2|. Run in O1CCCC1 (tetrahydrofuran), C(C)(C)(C)O (tert-butyl alcohol), O (water). Procedure: To a solution of the compound tert-butyl 5-biphenyl-4-yl-3-oxopentanoate (237 mg,) in tetrahydrofuran (4 ml) and tert-butyl alcohol (4 ml) at 0° C. under inert atmosphere was added potassium tert-butoxide (98 mg) and stirred for 20 minutes. To this at 0° C. was then added n-tetrabutylammonium iodide (27 mg) and benzyl aziridine-1-carboxylate (130 mg) and stirred the reaction mixture for 5 minutes. The resulting reaction mixture was warmed to room temperature and then further heated at 70° C. for... Conditions: time 20 minute. Starting materials: C1(=CC=C(C=C1)CCC(CC(=O)OC(C)(C)C)=O)C1=CC=CC=C1 (tert-butyl 5-biphenyl-4-yl-3-oxopentanoate), CC(C)([O-])C.[K+] (potassium tert-butoxide), n-tetrabutylammonium iodide, N1(CC1)C(=O)OCC1=CC=CC=C1 (benzyl aziridine-1-carboxylate). Yields the product C(C1=CC=CC=C1)OC(=O)NCCC(C(=O)OC(C)(C)C)C(CCC1=CC=C(C=C1)C1=CC=CC=C1)=O (tert-butyl 2-(2-{[(benzyloxy)carbonyl]amino}ethyl)-5-biphenyl-4-yl-3-oxopentanoate). The yield is 16.4%. Starting materials: BrC1=C(C=C(C=C1)F)C (2-bromo-5-fluorotoluene), C(=O)=O (dry ice), [Mg] (magnesium), C(=O)=O (dry ice). The reagents and catalysts are BrC1=C(C=C(C=C1)F)C (2-bromo-5-fluorotoluene). The solvent is O1CCCC1 (tetrahydrofuran), BrC(C)Br (dibromoethane), O1CCCC1 (tetrahydrofuran), O1CCCC1 (tetrahydrofuran). Reaction conditions: temperature 55 celsius. Product: CC1=C(C(=O)O)C=CC(=C1)F (2-methyl-4-fluorobenzoic acid). Reaction SMILES: [Mg].Br[C:3]1[CH:8]=[CH:7][C:6]([F:9])=[CH:5][C:4]=1[CH3:10].[C:11](=[O:13])=[O:12]>O1CCCC1.BrC(Br)C.BrC1C=CC(F)=CC=1C>[CH3:10][C:4]1[CH:5]=[C:6]([F:9])[CH:7]=[CH:8][C:3]=1[C:11]([OH:13])=[O:12]. Procedure: To a flask fit with a reflux condenser and addition funnel was added magnesium (2.6 g, 106 mmol) and tetrahydrofuran (10 mL). A solution of 2-bromo-5-fluorotoluene (1.0 g, 5.3 mmol) in tetrahydrofuran (2 mL) and dibromoethane (0.04 mL) was added. The solution was warmed gently in a 55° C. oil bath until a vigorous reflux began. A solution of 2-bromo-5-fluorotoluene (9.0 g, 48 mmol) in tetrahydrofuran (18 mL) was added dropwise to maintain a gentle reflux. After addition was complete, the reactio...